This data is from the Open Reaction Database (ORD), a public repository of structured organic reaction records. The task is: describe an organic reaction: reactants, conditions, products, and yield Reaction conditions: time 20 hour. The product is Cl.C1(=CC=CC=C1)C1C(CCCC1)=NOCCN1C[C@@H](CCC1)C(=O)O ((R)-1-(2-(((2-Phenylcyclohexylidene)amino)oxy)ethyl)-3-piperidinecarboxylic acid hydrochloride). Procedure: The above ester (0.6 g, 1.6 mmol) was dissolved in ethanol (5 ml) and 4N sodium hydroxide (1.6 ml) was added. The mixture was stirred at ambient temperature for 20 h, placed on an ice-bath and excess concentrated hydrochloric acid was added. The mixture was concentrated in vacuo and dichloromethane (300 ml) was added. The phases were separated and the organic phase was washed with water (5 ml) and dried (MgSO4). The solvent was evaporated in vacuo to give 0.52 g of the title compound as an amorp... Run in C(C)O (ethanol). The reactants are [OH-].[Na+] (sodium hydroxide), C(C)OC(=O)[C@H]1CN(CCC1)CCON=C1C(CCCC1)C1=CC=CC=C1 ((R)-1-(2-(((2-phenylcyclohexylidene)amino)oxy)ethyl)-3-piperidinecarboxylic acid ethyl ester), Cl (hydrochloric acid). Reaction SMILES: C([O:3][C:4]([C@@H:6]1[CH2:11][CH2:10][CH2:9][N:8]([CH2:12][CH2:13][O:14][N:15]=[C:16]2[CH2:21][CH2:20][CH2:19][CH2:18][CH:17]2[C:22]2[CH:27]=[CH:26][CH:25]=[CH:24][CH:23]=2)[CH2:7]1)=[O:5])C.[OH-].[Na+].[ClH:30]>C(O)C>[ClH:30].[C:22]1([CH:17]2[CH2:18][CH2:19][CH2:20][CH2:21][C:16]2=[N:15][O:14][CH2:13][CH2:12][N:8]2[CH2:9][CH2:10][CH2:11][C@@H:6]([C:4]([OH:5])=[O:3])[CH2:7]2)[CH:27]=[CH:26][CH:25]=[CH:24][CH:23]=1 |f:1.2,5.6|. The reactants are CS(=O)(=O)NCc1csc([N+](=O)[O-])c1S(N)(=O)=O, C1CCOC1. The product is CS(=O)(=O)NCc1csc(N)c1S(N)(=O)=O. As a reaction SMILES: [CH3:1][S:2](=[O:3])(=[O:4])[NH:5][CH2:6][c:7]1[c:8]([S:15](=[O:16])(=[O:17])[NH2:18])[c:9]([N+:12]([O-:13])=[O:14])[s:10][cH:11]1.[O:19]1[CH2:20][CH2:21][CH2:22][CH2:23]1>>[CH3:1][S:2](=[O:3])(=[O:4])[NH:5][CH2:6][c:7]1[c:8]([S:15](=[O:16])(=[O:17])[NH2:18])[c:9]([NH2:12])[s:10][cH:11]1.